This data is from the Open Reaction Database (ORD), a public repository of structured organic reaction records. The task is: describe an organic reaction: reactants, conditions, products, and yield Reactants: C[O-], Cc1ccccc1, CN(C)P(=O)(N(C)C)N(C)C, COc1cc(C)c(C(=O)c2c(Cl)cncc2Cl)c(OC)c1OC, [Na+], O. Yields the product COc1cc(C)c(C(=O)c2c(Cl)cncc2OC)c(OC)c1OC. As a reaction SMILES: [CH3:12][O-:13].[CH3:15][c:16]1[cH:17][cH:18][cH:19][cH:20][cH:21]1.[CH3:1][N:2]([CH3:3])[P:4](=[O:5])([N:6]([CH3:7])[CH3:8])[N:9]([CH3:10])[CH3:11].[CH3:22][O:23][c:24]1[c:25]([C:26](=[O:27])[c:28]2[c:29]([Cl:35])[cH:30][n:31][cH:32][c:33]2[Cl:34])[c:36]([CH3:44])[cH:37][c:38]([O:42][CH3:43])[c:39]1[O:40][CH3:41].[Na+:14].[OH2:45]>>[CH3:12][O:13][c:29]1[c:28]([C:26]([c:25]2[c:24]([O:23][CH3:22])[c:39]([O:40][CH3:41])[c:38]([O:42][CH3:43])[cH:37][c:36]2[CH3:44])=[O:27])[c:33]([Cl:34])[cH:32][n:31][cH:30]1. Reactants: [N+](=O)([O-])C1=CC=C(C=O)C=C1 (p-nitrobenzaldehyde), N(=[N+]=[N-])CC(=O)OC (methyl azidoacetate). Product: [N+](=O)([O-])C1=CC=C(C=C(C(=O)OC)N=[N+]=[N-])C=C1 (Methyl 4-nitro-α-azidocinnamate). Reaction SMILES: [N+:1]([C:4]1[CH:11]=[CH:10][C:7]([CH:8]=O)=[CH:6][CH:5]=1)([O-:3])=[O:2].[N:12]([CH2:15][C:16]([O:18][CH3:19])=[O:17])=[N+:13]=[N-:14]>>[N+:1]([C:4]1[CH:11]=[CH:10][C:7]([CH:8]=[C:15]([N:12]=[N+:13]=[N-:14])[C:16]([O:18][CH3:19])=[O:17])=[CH:6][CH:5]=1)([O-:3])=[O:2]. Procedure: Following the general procedure of PREPARATION 61 and making non-critical variations but starting with p-nitrobenzaldehyde (10 g) and methyl azidoacetate (30.4 g), the title compound is obtained, NMR 8.34, 8.07, 7.02, and 4.07 δ. Product: CCOC(=O)N1c2cc3c(cc2C(N(Cc2cc(C(F)(F)F)cc(C(F)(F)F)c2)C(=O)OC)CC1C)COC3=O. Starting materials: CCOC(=O)N1c2cc(CO)c(CO)cc2C(N(Cc2cc(C(F)(F)F)cc(C(F)(F)F)c2)C(=O)OC)CC1C, ClCCl, O=[Cr](=O)([O-])Cl, c1cc[nH+]cc1. Reaction SMILES: [CH2:1]([CH3:2])[O:3][C:4](=[O:5])[N:6]1[CH:7]([CH3:40])[CH2:8][CH:9]([N:20]([C:21](=[O:22])[O:23][CH3:24])[CH2:25][c:26]2[cH:27][c:28]([C:36]([F:37])([F:38])[F:39])[cH:29][c:30]([C:32]([F:33])([F:34])[F:35])[cH:31]2)[c:10]2[cH:11][c:12]([CH2:18][OH:19])[c:13]([CH2:16][OH:17])[cH:14][c:15]21.[Cl:52][CH2:53][Cl:54].[Cr:41]([Cl:42])([O-:43])(=[O:44])=[O:45].[nH+:46]1[cH:47][cH:48][cH:49][cH:50][cH:51]1>>[CH2:1]([CH3:2])[O:3][C:4](=[O:5])[N:6]1[CH:7]([CH3:40])[CH2:8][CH:9]([N:20]([C:21](=[O:22])[O:23][CH3:24])[CH2:25][c:26]2[cH:27][c:28]([C:36]([F:37])([F:38])[F:39])[cH:29][c:30]([C:32]([F:33])([F:34])[F:35])[cH:31]2)[c:10]2[cH:11][c:12]3[c:13]([cH:14][c:15]21)[C:16](=[O:17])[O:19][CH2:18]3. Reactants: CC(CC=1C=C(C=C(C1)CC(=C)C)C=1OC=2C(=NC=CC2)N1)=C (2-[3,5-di(2-methylallyl)phenyl]oxazolo[4,5-b]pyridine), [H][H] (hydrogen). Reagents/catalysts: [Pd] (palladium on carbon). Run in CO (methanol). Yields the product C(C(C)C)C=1C=C(C=C(C1)CC(C)C)C=1OC=2C(=NC=CC2)N1 (2-[3,5-di(isobutyl)phenyl]oxazolo[4,5-b]pyridine). Reaction SMILES: [CH3:1][C:2](=[CH2:23])[CH2:3][C:4]1[CH:5]=[C:6]([C:14]2[O:15][C:16]3[C:17]([N:22]=2)=[N:18][CH:19]=[CH:20][CH:21]=3)[CH:7]=[C:8]([CH2:10][C:11]([CH3:13])=[CH2:12])[CH:9]=1.[H][H]>[Pd].CO>[CH2:3]([C:4]1[CH:5]=[C:6]([C:14]2[O:15][C:16]3[C:17]([N:22]=2)=[N:18][CH:19]=[CH:20][CH:21]=3)[CH:7]=[C:8]([CH2:10][CH:11]([CH3:13])[CH3:12])[CH:9]=1)[CH:2]([CH3:1])[CH3:23]. Reported procedure: The product from Step B (3 mmoles) is hydrogenated in 25 ml. of methanol in the presence of 500 mg. of 5% palladium on carbon under 3 atmospheres of hydrogen. The catalyst is removed by filtration and the filtrate is concentrated to dryness. The residue is recrystallized from n-hexane to give 2-[3,5-di(isobutyl)phenyl]oxazolo[4,5-b]pyridine. The reactants are CC1=C(OC2=C1C(=C(C=C2C(C)(C)C)C(C)(C)C)O)C(=O)OCC (Ethyl 3-methyl-4-hydroxy-5,7-di-tert-butylbenzofuran-2-carboxylate), [OH-].[K+] (KOH). The solvent is O (water), CO (methanol). Product: CC1=C(OC2=C1C(=C(C=C2C(C)(C)C)C(C)(C)C)O)C(=O)O (3-Methyl-4-hydroxy-5,7-di-tert-butylbenzofuran-2-carboxylic acid). RXN SMILES: [CH3:1][C:2]1[C:6]2[C:7]([OH:19])=[C:8]([C:15]([CH3:18])([CH3:17])[CH3:16])[CH:9]=[C:10]([C:11]([CH3:14])([CH3:13])[CH3:12])[C:5]=2[O:4][C:3]=1[C:20]([O:22]CC)=[O:21].[OH-].[K+]>O.CO>[CH3:1][C:2]1[C:6]2[C:7]([OH:19])=[C:8]([C:15]([CH3:17])([CH3:16])[CH3:18])[CH:9]=[C:10]([C:11]([CH3:12])([CH3:13])[CH3:14])[C:5]=2[O:4][C:3]=1[C:20]([OH:22])=[O:21] |f:1.2|. Reported procedure: Ethyl 3-methyl-4-hydroxy-5,7-di-tert-butylbenzofuran-2-carboxylate (0.475 g, 1.43 mmol) was refluxed in a solution of KOH (0.241 g, 4.29 mmol) in water (10 mL) and methanol (2 mL) for two hours. Acidification of the cooled mixture led to precipitation of the product. 3-Methyl-4-hydroxy-5,7-di-tert-butylbenzofuran-2-carboxylic acid, compound 9, was collected by filtration and vacuum dried. This material was decarboxylated without further purification. mp 241°-243° C.; 1H NMR (DMSO-d6) d 1.40 (18H... Reactants: BrC=1C=C(C(=O)OC)C=C(C1)C(=O)N1CCCC1 (methyl 3-bromo-5-(pyrrolidine-1-carbonyl)benzoate), [OH-].[Li+] (lithium hydroxide), CO (methanol). Solvent: O (water). Run at time 2 hour. Yields the product BrC=1C=C(C(=O)O)C=C(C1)C(=O)N1CCCC1 (3-Bromo-5-(pyrrolidine-1-carbonyl)benzoic acid). As a reaction SMILES: [Br:1][C:2]1[CH:3]=[C:4]([CH:9]=[C:10]([C:12]([N:14]2[CH2:18][CH2:17][CH2:16][CH2:15]2)=[O:13])[CH:11]=1)[C:5]([O:7]C)=[O:6].[OH-].[Li+].CO>O>[Br:1][C:2]1[CH:3]=[C:4]([CH:9]=[C:10]([C:12]([N:14]2[CH2:18][CH2:17][CH2:16][CH2:15]2)=[O:13])[CH:11]=1)[C:5]([OH:7])=[O:6] |f:1.2|. Procedure: Into a round-bottom flask were charged methyl 3-bromo-5-(pyrrolidine-1-carbonyl)benzoate (0.86 g, 2.5 mmol), lithium hydroxide (0.071 g, 3.0 mmol), methanol (5 mL) and water (5 mL). The mixture was stirred at room temperature for 2 h. Methanol was removed under reduced pressure. The aqueous layer was acidfied to pH=1 with 1N aq. HCl, and then extracted with CH2Cl2. The separated organic phase was dried over Na2SO4, filtered, and concentrated to dryness to afford the desired product as a white so... Reactants: O=C([O-])O, N#Cc1cc(C(=O)Cl)c2ccccc2c1, NCC(CCO)c1ccc(Cl)c(Cl)c1, ClCCl, [Na+]. Product: CN(CC(CCO)c1ccc(Cl)c(Cl)c1)C(=O)c1cc(C#N)cc2ccccc12. As a reaction SMILES: [C:15](=[O:16])([OH:17])[O-:18].[C:20](#[N:21])[c:22]1[cH:23][c:24]([C:32](=[O:33])[Cl:34])[c:25]2[cH:26][cH:27][cH:28][cH:29][c:30]2[cH:31]1.[Cl:1][c:2]1[cH:3][c:4]([CH:9]([CH2:10][NH2:11])[CH2:12][CH2:13][OH:14])[cH:5][cH:6][c:7]1[Cl:8].[Cl:35][CH2:36][Cl:37].[Na+:19]>>[Cl:1][c:2]1[cH:3][c:4]([CH:9]([CH2:10][N:11]([CH3:15])[C:32]([c:24]2[cH:23][c:22]([C:20]#[N:21])[cH:31][c:30]3[c:25]2[cH:26][cH:27][cH:28][cH:29]3)=[O:33])[CH2:12][CH2:13][OH:14])[cH:5][cH:6][c:7]1[Cl:8]. Reactants: NC1=NC(NC2=CC=CC=C12)=O (4-amino-2-quinazolinone), C(C(=O)C1=CC=CC=C1)Br (phenacyl bromide), CN(C=O)C (dimethylformamide). Solvent: O (water). Conditions: temperature 120 celsius. The product is C1(=CC=CC=C1)C=1N=C2N(C(NC=3C=CC=CC23)=O)C1 (2-Phenyl-5-oxo-5,6-dihydroimidazo[1,2-c]quinazoline). RXN SMILES: [NH2:1][C:2]1[C:11]2[C:6](=[CH:7][CH:8]=[CH:9][CH:10]=2)[NH:5][C:4](=[O:12])[N:3]=1.[CH2:13](Br)[C:14]([C:16]1[CH:21]=[CH:20][CH:19]=[CH:18][CH:17]=1)=O.CN(C)C=O>O>[C:16]1([C:14]2[N:1]=[C:2]3[C:11]4[CH:10]=[CH:9][CH:8]=[CH:7][C:6]=4[NH:5][C:4](=[O:12])[N:3]3[CH:13]=2)[CH:21]=[CH:20][CH:19]=[CH:18][CH:17]=1. Reported procedure: 1.61 g (0.01 mol) of 4-amino-2-quinazolinone and then 2.2 g (0.011 mol) of phenacyl bromide are added to 25 ml of dimethylformamide. The mixture is heated at 120° C. (external heating) for 3 hours, then left to cool and water is added. The brown precipitate formed is filtered out (1.34 g).